Dataset: the Open Reaction Database (ORD), a public repository of structured organic reaction records. Task: describe an organic reaction: reactants, conditions, products, and yield Reactants: BrC1=C2N(N=C1)CCC2 (3-bromo-5,6-dihydro-4H-pyrrolo[1,2-b]pyrazole), OC(C)(C)C(C)(C)O (pinacol), C(C)(=O)O (acetic acid), C(CCC)[Li] (n-butyllithium), C(C)(C)OB(OC(C)C)OC(C)C (triisopropylborate). The solvent is C1CCOC1 (THF). Conditions: time 45 minute. Product: CC1(OB(OC1(C)C)C1=C2N(N=C1)CCC2)C (3-(4,4,5,5-tetramethyl-1,3,2-dioxaborolan-2-yl)-5,6-dihydro-4H-pyrrolo[1,2-b]pyrazole). As a reaction SMILES: Br[C:2]1[CH:6]=[N:5][N:4]2[CH2:7][CH2:8][CH2:9][C:3]=12.C([Li])CCC.C(O[B:19]([O:24][CH:25]([CH3:27])[CH3:26])[O:20][CH:21]([CH3:23])[CH3:22])(C)C.OC(C(O)(C)C)(C)C.C(O)(=O)C>C1COCC1>[CH3:27][C:25]1([CH3:26])[C:21]([CH3:22])([CH3:23])[O:20][B:19]([C:2]2[CH:6]=[N:5][N:4]3[CH2:7][CH2:8][CH2:9][C:3]=23)[O:24]1. Procedure details: To a solution of 3-bromo-5,6-dihydro-4H-pyrrolo[1,2-b]pyrazole (73.5 g, 390 mmol) in THF (600 mL) was slowly added n-butyllithium (1.6 M in hexanes, 300 mL, 480 mmol) at −78° C. After 45 minutes, triisopropylborate (111 mL, 480 mmol) was added at −78° C., and the reaction mixture was allowed to warm to ambient temperature. After 1 hour, pinacol (1.8 M in THF, 300 mL, 540 mmol) was added. After 5 minutes, acetic acid (24 mL, 420 mmol) was added. After 30 minutes, the reaction mixture was filtered... Reactants: C12(CC3CC(CC(C1)C3)C2)C2=CC=C(OCC(=O)N3CCN(CC3)C)C=C2 (2-(4-(adamantan-1-yl)phenoxy)-1-(4-methylpiperazin-1-yl)ethanone), C([C@H](O)[C@@H](O)C(=O)O)(=O)O (L-(+)-tartaric acid). Yields the product C(=O)(O)[C@@H]([C@H](C(=O)[O-])O)O.C12(CC3CC(CC(C1)C3)C2)C2=CC=C(OCC(=O)N3CC[NH+](CC3)C)C=C2 (4-(2-(4-(adamantan-1-yl)phenoxy)acetyl)-1-methylpiperazin-1-ium (2R,3R)-3-carboxy-2,3-dihydroxypropanoate). Isolated yield 85.7%. Reaction SMILES: [C:1]12([C:11]3[CH:27]=[CH:26][C:14]([O:15][CH2:16][C:17]([N:19]4[CH2:24][CH2:23][N:22]([CH3:25])[CH2:21][CH2:20]4)=[O:18])=[CH:13][CH:12]=3)[CH2:10][CH:5]3[CH2:6][CH:7]([CH2:9][CH:3]([CH2:4]3)[CH2:2]1)[CH2:8]2.[C:28]([OH:37])(=[O:36])[C@@H:29]([C@H:31]([C:33]([OH:35])=[O:34])[OH:32])[OH:30]>>[C:33]([C@H:31]([OH:32])[C@@H:29]([OH:30])[C:28]([O-:37])=[O:36])([OH:35])=[O:34].[C:1]12([C:11]3[CH:27]=[CH:26][C:14]([O:15][CH2:16][C:17]([N:19]4[CH2:24][CH2:23][NH+:22]([CH3:25])[CH2:21][CH2:20]4)=[O:18])=[CH:13][CH:12]=3)[CH2:10][CH:5]3[CH2:6][CH:7]([CH2:9][CH:3]([CH2:4]3)[CH2:2]1)[CH2:8]2 |f:2.3|. Procedure: The title compound was prepared from 2-(4-(adamantan-1-yl)phenoxy)-1-(4-methylpiperazin-1-yl)ethanone (1.0 g, 2.7 mmol), prepared from the example 3, and L-(+)-tartaric acid (0.41 g, 2.7 mmol) according to the example 43, which was given 4-(2-(4-(adamantan-1-yl)phenoxy)acetyl)-1-methylpiperazin-1-ium (2R,3R)-3-carboxy-2,3-dihydroxypropanoate as a crystalline white solid (1.2 g, 85% yield).